From a dataset of the Open Reaction Database (ORD), a public repository of structured organic reaction records. describe an organic reaction: reactants, conditions, products, and yield Starting materials: [H-].[Al+3].[Li+].[H-].[H-].[H-] (Lithium aluminium hydride), CN(C1(CCC(CC1)(C=NO)C)C1=CC(=CC=C1)F)C (4-dimethylamino-4-(3-fluorophenyl)-1-methyl-cyclohexane carbaldehyde oxime). Run in C1CCOC1 (THF), C1CCOC1 (THF). The product is NCC1(CCC(CC1)(C1=CC(=CC=C1)F)N(C)C)C ([4-aminomethyl-1-(3-fluorophenyl)-4-methyl-cyclohexyl]-dimethylamine). As a reaction SMILES: [H-].[Al+3].[Li+].[H-].[H-].[H-].[CH3:7][N:8]([CH3:26])[C:9]1([C:19]2[CH:24]=[CH:23][CH:22]=[C:21]([F:25])[CH:20]=2)[CH2:14][CH2:13][C:12]([CH3:18])([CH:15]=[N:16]O)[CH2:11][CH2:10]1>C1COCC1>[NH2:16][CH2:15][C:12]1([CH3:18])[CH2:11][CH2:10][C:9]([N:8]([CH3:26])[CH3:7])([C:19]2[CH:24]=[CH:23][CH:22]=[C:21]([F:25])[CH:20]=2)[CH2:14][CH2:13]1 |f:0.1.2.3.4.5|. Procedure details: Lithium aluminium hydride (440 mg, 11.6 mmol) was suspended in abs. THF (50 mL) in argon, mixed in drops with a solution of the title compound of step 3 (1.54 g, 5.53 mmol) in abs. THF (20 mL) and boiled for 4 h with reflux. The batch was then hydrolysed with water (10 mL) at 10° C. and filtered off over diatomaceous earth. The THF was removed in a vacuum, the residue adjusted to pH 11 with 1N NaOH and extracted with ethyl acetate. The combined organic phases were dried over Na2SO4, concentrated... Reactants: CCCCCCCCCCCCCCCCCC(=O)OC, CC(C)(C)[O-], [K+], CC(C)(CN)CO. Yields the product CCCCCCCCCCCCCCCCCC(=O)NCC(C)(C)CO. RXN SMILES: [C:1]([CH2:2][CH2:3][CH2:4][CH2:5][CH2:6][CH2:7][CH2:8][CH2:9][CH2:10][CH2:11][CH2:12][CH2:13][CH2:14][CH2:15][CH2:16][CH2:17][CH3:18])([O:20][CH3:19])=[O:21].[CH3:29][C:30]([CH3:31])([O-:32])[CH3:33].[K+:34].[NH2:22][CH2:23][C:24]([CH2:25][OH:26])([CH3:27])[CH3:28]>>[C:1]([CH2:2][CH2:3][CH2:4][CH2:5][CH2:6][CH2:7][CH2:8][CH2:9][CH2:10][CH2:11][CH2:12][CH2:13][CH2:14][CH2:15][CH2:16][CH2:17][CH3:18])(=[O:20])[NH:22][CH2:23][C:24]([CH2:25][OH:26])([CH3:27])[CH3:28]. Reactants: CCCCCCCCOc1ccc(CC(=O)O)cc1OCCCCCCCC, [Cl-], [H-], Nc1nc(=S)ss1, [NH4+], [Na+], C1CCOC1, O, c1c[nH]cn1. Product: CCCCCCCCOc1ccc(CC(=O)Nc2nc(=S)ss2)cc1OCCCCCCCC. Reaction SMILES: [CH2:1]([CH2:2][CH2:3][CH2:4][CH2:5][CH2:6][CH2:7][CH3:8])[O:9][c:10]1[cH:11][c:12]([CH2:25][C:26](=[O:27])[OH:28])[cH:13][cH:14][c:15]1[O:16][CH2:17][CH2:18][CH2:19][CH2:20][CH2:21][CH2:22][CH2:23][CH3:24].[Cl-:44].[H-:34].[NH2:36][c:37]1[s:38][s:39][c:40](=[S:42])[n:41]1.[NH4+:45].[Na+:35].[O:46]1[CH2:47][CH2:48][CH2:49][CH2:50]1.[OH2:43].[nH:29]1[cH:30][cH:31][n:32][cH:33]1>>[CH2:1]([CH2:2][CH2:3][CH2:4][CH2:5][CH2:6][CH2:7][CH3:8])[O:9][c:10]1[cH:11][c:12]([CH2:25][C:26](=[O:28])[NH:36][c:37]2[s:38][s:39][c:40](=[S:42])[n:41]2)[cH:13][cH:14][c:15]1[O:16][CH2:17][CH2:18][CH2:19][CH2:20][CH2:21][CH2:22][CH2:23][CH3:24]. Product: C(C)(C)(C)C=1C=C(C=CC1OC)C1=CC=C(S1)C=O (5-(3-tert-Butyl-4-methoxyphenyl)-2-thiophenecarboxaldehyde). Reaction conditions: time 2 hour. The reactants are C(C)(C)(C)C=1C=C(C=CC1OC)C1=CC=C(S1)CO (5-(3-tert-butyl-4-methoxyphenyl)-2-thiophenemethanol), [Cr](=O)(=O)([O-])O[Cr](=O)(=O)[O-].[NH+]1=CC=CC=C1.[NH+]1=CC=CC=C1 (pyridinium dichromate). Procedure details: 7.15 g (19 mmol) of pyridinium dichromate and 350 ml of dichloromethane are introduced into a round-bottomed flask. A solution of 3.9 g (14 mmol) of 5-(3-tert-butyl-4-methoxyphenyl)-2-thiophenemethanol in 50 ml of dichloromethane is added dropwise, at 0° C., and the mixture is stirred at room temperature for two hours. The reaction medium is filtered through silica and, after evaporation, 3.26 g (84%) of the expected aldehyde are recovered, in the form of a brown oil. RXN SMILES: [Cr](O[Cr]([O-])(=O)=O)([O-])(=O)=O.[NH+]1C=CC=CC=1.[NH+]1C=CC=CC=1.[C:22]([C:26]1[CH:27]=[C:28]([C:34]2[S:38][C:37]([CH2:39][OH:40])=[CH:36][CH:35]=2)[CH:29]=[CH:30][C:31]=1[O:32][CH3:33])([CH3:25])([CH3:24])[CH3:23]>ClCCl>[C:22]([C:26]1[CH:27]=[C:28]([C:34]2[S:38][C:37]([CH:39]=[O:40])=[CH:36][CH:35]=2)[CH:29]=[CH:30][C:31]=1[O:32][CH3:33])([CH3:25])([CH3:23])[CH3:24] |f:0.1.2|. Run in ClCCl (dichloromethane), ClCCl (dichloromethane). Reactants: ClC1=CC=C2SC=3C=C(C=CC3CC2=C1)C1=NN=NN1 (7-Chloro-3(5-tetrazolyl)thioxanthene), ClC=1C=C(C(=O)OO)C=CC1 (m-chloroperoxybenzoic acid). Run in CC(=O)C (acetone), O (water), O (water). Reaction conditions: temperature 25 celsius, time 1.5 hour. Yields the product ClC1=CC=C2S(C=3C=C(C=CC3CC2=C1)C1=NN=NN1)=O (7-chloro-3(5-tetrazolyl)thioxanthene-10-oxide). Reaction SMILES: [Cl:1][C:2]1[CH:15]=[C:14]2[C:5]([S:6][C:7]3[CH:8]=[C:9]([C:16]4[NH:20][N:19]=[N:18][N:17]=4)[CH:10]=[CH:11][C:12]=3[CH2:13]2)=[CH:4][CH:3]=1.ClC1C=C(C=CC=1)C(OO)=[O:26]>CC(C)=O.O>[Cl:1][C:2]1[CH:15]=[C:14]2[C:5]([S:6](=[O:26])[C:7]3[CH:8]=[C:9]([C:16]4[NH:20][N:19]=[N:18][N:17]=4)[CH:10]=[CH:11][C:12]=3[CH2:13]2)=[CH:4][CH:3]=1. Reported procedure: 7-Chloro-3(5-tetrazolyl)thioxanthene (100g.) was suspended in a mixture of acetone (40 ml.) and water (10 ml.) and 85% m-chloroperoxybenzoic acid (0.61g.) was added in portions. After 1.5 hr. stirring at 25° C. the mixture was diluted with water and allowed to stand overnight. The solid product was filtered off and dried, then boiled under refulx with ether (50 ml.), filtered, washed with ether, and dried, yielding 7-chloro-3(5-tetrazolyl)thioxanthene-10-oxide which had no defined melting point. Reactants: C1OC=2C=C(C=CC2O1)CC(C)=O (3,4-methylenedioxyphenylacetone), C(C)OC(CC(C(C)O)C1=CC2=C(C=C1)OCO2)OCC ((2RS,3RS)-5,5-diethoxy-3-(3,4-methylenedioxyphenyl)pentan-2-ol), COC(=O)C(CC(=O)[O-])C(CC(=O)OC)CC(=O)OC (6-methyl 3-methoxycarbonyl-4-methoxycarbonylmethyladipate), C(C)OC(CI)OCC (iodoacetaldehyde diethyl acetal). Run in C(C)N(CC)CC (triethylamine), C(C)(=O)OC=C (vinyl acetate). Reaction conditions: temperature 30 celsius, time 16 hour. The product is above-identified compound, C(C)(=O)O[C@H](C)[C@@H](CC(OCC)OCC)C1=CC2=C(C=C1)OCO2 ((2R,3S)-2-acetoxy-5,5-diethoxy-3-(3,4-methylenedioxyphenyl)pentane). Reaction SMILES: [CH2:1]([O:3][CH:4]([O:19][CH2:20][CH3:21])[CH2:5][CH:6]([C:10]1[CH:15]=[CH:14][C:13]2[O:16][CH2:17][O:18][C:12]=2[CH:11]=1)[CH:7]([OH:9])[CH3:8])[CH3:2].C[O:23][C:24]([CH:26](C(CC(OC)=O)CC(OC)=O)CC([O-])=O)=O.C1OC2C=CC(CC(=O)C)=CC=2O1.C(OC(OCC)CI)C>C(OC=C)(=O)C.C(N(CC)CC)C>[C:24]([O:9][C@@H:7]([C@H:6]([C:10]1[CH:15]=[CH:14][C:13]2[O:16][CH2:17][O:18][C:12]=2[CH:11]=1)[CH2:5][CH:4]([O:19][CH2:20][CH3:21])[O:3][CH2:1][CH3:2])[CH3:8])(=[O:23])[CH3:26]. Procedure: 31.98 g of (2RS,3RS)-5,5-diethoxy-3-(3,4-methylenedioxyphenyl)pentan-2-ol [synthesized by the same method as Reference Example 1(1) and (2) using 3,4-methylenedioxyphenylacetone and iodoacetaldehyde diethyl acetal as the starting materials] was dissolved in 320 ml of vinyl acetate, and 15.1 ml of triethylamine was added thereto. Then, 1.0 g of immobilized lipase (Toyothium LIP) was added thereto, followed by stirring at 30° C. for 16 hours. Further, 0.9 g of immobilized lipase was added thereto,...